From a dataset of the Open Reaction Database (ORD), a public repository of structured organic reaction records. describe an organic reaction: reactants, conditions, products, and yield The reactants are CO, Cc1nc2ccccc2n1C1CC2CCC(C1)N2CCC1(c2cccc(F)c2)CCN(C(C(=O)OCc2ccccc2)C2CCCCC2)CC1, [H][H]. Product: Cc1nc2ccccc2n1C1CC2CCC(C1)N2CCC1(c2cccc(F)c2)CCN(C(C(=O)O)C2CCCCC2)CC1. As a reaction SMILES: [CH3:53][OH:54].[CH:1]1([CH:7]([C:8](=[O:9])[O:10][CH2:11][c:12]2[cH:13][cH:14][cH:15][cH:16][cH:17]2)[N:18]2[CH2:19][CH2:20][C:21]([CH2:24][CH2:25][N:26]3[CH:27]4[CH2:28][CH:29]([n:34]5[c:35]([CH3:43])[n:36][c:37]6[c:38]5[cH:39][cH:40][cH:41][cH:42]6)[CH2:30][CH:31]3[CH2:32][CH2:33]4)([c:44]3[cH:45][c:46]([F:50])[cH:47][cH:48][cH:49]3)[CH2:22][CH2:23]2)[CH2:2][CH2:3][CH2:4][CH2:5][CH2:6]1.[H:51][H:52]>>[CH:1]1([CH:7]([C:8](=[O:9])[OH:10])[N:18]2[CH2:19][CH2:20][C:21]([CH2:24][CH2:25][N:26]3[CH:27]4[CH2:28][CH:29]([n:34]5[c:35]([CH3:43])[n:36][c:37]6[c:38]5[cH:39][cH:40][cH:41][cH:42]6)[CH2:30][CH:31]3[CH2:32][CH2:33]4)([c:44]3[cH:45][c:46]([F:50])[cH:47][cH:48][cH:49]3)[CH2:22][CH2:23]2)[CH2:2][CH2:3][CH2:4][CH2:5][CH2:6]1. The reactants are CNC(=S)C1C(C(OC2=C1C=C(C=C2)C#N)(C)C)O (N-methyl-6-cyano-3,4-dihydro-3-hydroxy-2,2-dimethyl-2H-1-benzopyran-4-carbothioamide), O.C1(=CC=C(C=C1)S(=O)(=O)O)C (p-toluenesulfonic acid monohydrate). The solvent is C1(=CC=CC=C1)C (toluene). The product is CNC(=S)C1=CC(OC2=C1C=C(C=C2)C#N)(C)C (N-methyl-6-cyano-2,2-dimethyl-2H-1-benzopyran-4-carbothioamide). Reaction SMILES: [CH3:1][NH:2][C:3]([CH:5]1[C:10]2[CH:11]=[C:12]([C:15]#[N:16])[CH:13]=[CH:14][C:9]=2[O:8][C:7]([CH3:18])([CH3:17])[CH:6]1O)=[S:4].O.C1(C)C=CC(S(O)(=O)=O)=CC=1>C1(C)C=CC=CC=1>[CH3:1][NH:2][C:3]([C:5]1[C:10]2[CH:11]=[C:12]([C:15]#[N:16])[CH:13]=[CH:14][C:9]=2[O:8][C:7]([CH3:18])([CH3:17])[CH:6]=1)=[S:4] |f:1.2|. Reported procedure: A mixture of 0.44 g of N-methyl-6-cyano-3,4-dihydro-3-hydroxy-2,2-dimethyl-2H-1-benzopyran-4-carbothioamide, 0.07 g of p-toluenesulfonic acid monohydrate, and 30 ml of toluene was heated at reflux for 10 hours. The solvent was removed by distillation, and the residue was purified by silica gel column chromatography (developing solution: CH2Cl2) to obtain 0.18 g of-N-methyl-6-cyano-2,2-dimethyl-2H-1-benzopyran-4-carbothioamide represented by formula shown below.